Dataset: the Open Reaction Database (ORD), a public repository of structured organic reaction records. Task: describe an organic reaction: reactants, conditions, products, and yield The reactants are [Mg] (Magnesium), BrCCCCC1=CC=CC=C1 (1-bromo-4-phenylbutane), CC=1N2C(SC1)=NC=C2C=O (3-Methylimidazo[2,1-b]thiazole-5-carboxaldehyde). Run in CCOCC (ether). The product is CC=1N2C(SC1)=NC=C2C(O)CCCCC2=CC=CC=C2 (3-Methyl-α-(4-phenylbutyl)imidazo-[2,1-b]thiazole-5-methanol). RXN SMILES: [Mg].Br[CH2:3][CH2:4][CH2:5][CH2:6][C:7]1[CH:12]=[CH:11][CH:10]=[CH:9][CH:8]=1.[CH3:13][C:14]1[N:15]2[C:21]([CH:22]=[O:23])=[CH:20][N:19]=[C:16]2[S:17][CH:18]=1>CCOCC>[CH3:13][C:14]1[N:15]2[C:21]([CH:22]([CH2:3][CH2:4][CH2:5][CH2:6][C:7]3[CH:12]=[CH:11][CH:10]=[CH:9][CH:8]=3)[OH:23])=[CH:20][N:19]=[C:16]2[S:17][CH:18]=1. Reported procedure: Magnesium (0.15 g) in ether (15 mL) was treated with 1-bromo-4-phenylbutane (prepared by the procedure described in Kamijo et al., Chem. Phar. Bull., 1983, 31, 4189) (1.50 g) at 0° and the mixture was reacted at 25° for 2.5 hours. The suspension was cooled to 0°, solid 3-Methylimidazo[2,1-b]thiazole-5-carboxaldehyde (FIG. C-6) (0.332 g) was added and the mixture was reacted at 25° for 3 hours. The solution was decanted into 5% NH4Cl solution and extracted with ethyl acetate. The extract was drie... Reactants: FC1=C2CCCC(C2=CC(=C1)F)=O (5,7-difluoro-3,4-dihydro-1(2H)-naphthalenone), O.C(C=O)(=O)O (glyoxylic acid monohydrate), P(O)(O)(O)=O (phosphoric acid). Solvent: O (water). Conditions: temperature 90 celsius, time 4 hour. The product is FC1=C2CCC(C(C2=CC(=C1)F)=O)=CC(=O)O ((5,7-difluoro-3,4-dihydro-1-oxo-2(1H)-naphthalenylidene)acetic acid). As a reaction SMILES: [F:1][C:2]1[CH:11]=[C:10]([F:12])[CH:9]=[C:8]2[C:3]=1[CH2:4][CH2:5][CH2:6][C:7]2=[O:13].O.[C:15]([OH:19])(=[O:18])[CH:16]=O.P(=O)(O)(O)O>O>[F:1][C:2]1[CH:11]=[C:10]([F:12])[CH:9]=[C:8]2[C:3]=1[CH2:4][CH2:5][C:6](=[CH:16][C:15]([OH:19])=[O:18])[C:7]2=[O:13] |f:1.2|. Reported procedure: A mixture of 5,7-difluoro-3,4-dihydro-1(2H)-naphthalenone (3.2 g), glyoxylic acid monohydrate (1.6 g) and 85% phosphoric acid (3 ml) was heated with stirring at 90° C. for four hours. After cooling, water was added to the reaction solution, and the precipitated crystals were collected by filtration, washed with water, and dried to give (5,7-difluoro-3,4-dihydro-1-oxo-2(1H)-naphthalenylidene)acetic acid (4.2). Reaction SMILES: [CH3:11][N:12]([CH3:13])[CH:14]=[O:15].[CH3:45][OH:46].[CH:3]([CH3:4])([CH3:5])[c:6]1[nH:7][cH:8][cH:9][n:10]1.[CH:47]([OH:48])([CH3:49])[CH3:50].[H-:1].[Na+:2].[O:16]([S:17]([c:18]1[cH:19][cH:20][c:21]([CH3:22])[cH:23][cH:24]1)(=[O:25])=[O:26])[CH2:27][CH:28]1[CH2:29][N:30]([CH3:44])[CH:31]2[CH2:32][c:33]3[cH:34][nH:35][c:36]4[cH:37][cH:38][cH:39][c:40]([c:43]34)[CH:41]2[CH2:42]1>>[CH:3]([CH3:4])([CH3:5])[c:6]1[n:7]([CH2:27][CH:28]2[CH2:29][N:30]([CH3:44])[CH:31]3[CH2:32][c:33]4[cH:34][nH:35][c:36]5[cH:37][cH:38][cH:39][c:40]([c:43]45)[CH:41]3[CH2:42]2)[cH:8][cH:9][n:10]1. The reactants are CN(C)C=O, CO, CC(C)c1ncc[nH]1, CC(C)O, [H-], [Na+], Cc1ccc(S(=O)(=O)OCC2CC3c4cccc5[nH]cc(c45)CC3N(C)C2)cc1. Yields the product CC(C)c1nccn1CC1CC2c3cccc4[nH]cc(c34)CC2N(C)C1. The reactants are OC(C=1C=C(C(=O)NC2(CC3=CC=CC=C3C2)C(=O)O)C=CC1OC)C1=C(C=CC=C1)C (2-[3-(Hydroxy-o-tolyl-methyl)-4-methoxy-benzoylamino]-indane-2-carboxylic acid), [H][H] (hydrogen). Reagents/catalysts: [Pd] (palladium). Run in C(C)O (ethanol). Product: COC1=C(C=C(C(=O)NC2(CC3=CC=CC=C3C2)C(=O)O)C=C1)CC1=C(C=CC=C1)C (2-[4-Methoxy-3-(2-methyl-benzyl)-benzoylamino]-indane-2-carboxylic acid). Yield: 81.3%. As a reaction SMILES: O[CH:2]([C:26]1[CH:31]=[CH:30][CH:29]=[CH:28][C:27]=1[CH3:32])[C:3]1[CH:4]=[C:5]([CH:21]=[CH:22][C:23]=1[O:24][CH3:25])[C:6]([NH:8][C:9]1([C:18]([OH:20])=[O:19])[CH2:17][C:16]2[C:11](=[CH:12][CH:13]=[CH:14][CH:15]=2)[CH2:10]1)=[O:7].[H][H]>C(O)C.[Pd]>[CH3:25][O:24][C:23]1[CH:22]=[CH:21][C:5]([C:6]([NH:8][C:9]2([C:18]([OH:20])=[O:19])[CH2:17][C:16]3[C:11](=[CH:12][CH:13]=[CH:14][CH:15]=3)[CH2:10]2)=[O:7])=[CH:4][C:3]=1[CH2:2][C:26]1[CH:31]=[CH:30][CH:29]=[CH:28][C:27]=1[CH3:32]. Procedure: The compound of example 241 (32 mg, 0.074 mmol) was dissolved in ethanol (10 ml), palladium (10%) on charcoal (10 mg) was added, and the mixture was hydrogenated at room temperature for 1 h at a hydrogen pressure of 5 bar. After completion of the reaction, the mixture was filtered over silica gel and evaporated to dryness. The residue was triturated with diethyl ether, filtered and dried in vacuo to yield 25 mg of the title compound. The reactants are C1COCCO1, CCN(C(C)C)C(C)C, FC(F)(F)c1ccc(Cl)nc1, O=S(=O)(c1cccc(Cl)c1)C1CCNCC1. Yields the product O=S(=O)(c1cccc(Cl)c1)C1CCN(c2ccc(C(F)(F)F)cn2)CC1. Reaction SMILES: [CH2:37]1[O:38][CH2:39][CH2:40][O:41][CH2:42]1.[CH:28]([N:29]([CH2:30][CH3:31])[CH:32]([CH3:33])[CH3:34])([CH3:35])[CH3:36].[Cl:17][c:18]1[n:19][cH:20][c:21]([C:24]([F:25])([F:26])[F:27])[cH:22][cH:23]1.[Cl:1][c:2]1[cH:3][c:4]([S:8](=[O:9])(=[O:10])[CH:11]2[CH2:12][CH2:13][NH:14][CH2:15][CH2:16]2)[cH:5][cH:6][cH:7]1>>[Cl:1][c:2]1[cH:3][c:4]([S:8](=[O:9])(=[O:10])[CH:11]2[CH2:12][CH2:13][N:14]([c:18]3[n:19][cH:20][c:21]([C:24]([F:25])([F:26])[F:27])[cH:22][cH:23]3)[CH2:15][CH2:16]2)[cH:5][cH:6][cH:7]1. The reactants are B, C1CCOC1, O=C(O)c1sc2ccccc2c1Cl. The product is OCc1sc2ccccc2c1Cl. As a reaction SMILES: [BH3:1].[CH2:15]1[O:16][CH2:17][CH2:18][CH2:19]1.[Cl:2][c:3]1[c:4]([C:12](=[O:13])[OH:14])[s:5][c:6]2[c:7]1[cH:8][cH:9][cH:10][cH:11]2>>[Cl:2][c:3]1[c:4]([CH2:12][OH:13])[s:5][c:6]2[c:7]1[cH:8][cH:9][cH:10][cH:11]2.